Dataset: the Open Reaction Database (ORD), a public repository of structured organic reaction records. Task: describe an organic reaction: reactants, conditions, products, and yield Starting materials: C(C)OC(=O)C=1N=CC=2N(C3=C(C=C(C=C3C2C1O)Br)Br)C (6,8-dibromo-4-hydroxy-9-methyl-9H-beta-carboline-3-carboxylic acid ethyl ester), C(=O)[O-].[NH4+] (ammonium formate). Reagents/catalysts: [Pd] (Pd/C). The product is C(C)OC(=O)C=1N=CC=2N(C3=CC=CC=C3C2C1O)C (4-Hydroxy-9-methyl-9H-beta-carboline-3-carboxylic acid ethyl ester). RXN SMILES: [CH2:1]([O:3][C:4]([C:6]1[N:7]=[CH:8][C:9]2[N:10]([CH3:22])[C:11]3[C:16]([C:17]=2[C:18]=1[OH:19])=[CH:15][C:14](Br)=[CH:13][C:12]=3Br)=[O:5])[CH3:2].C([O-])=O.[NH4+]>[Pd]>[CH2:1]([O:3][C:4]([C:6]1[N:7]=[CH:8][C:9]2[N:10]([CH3:22])[C:11]3[C:16]([C:17]=2[C:18]=1[OH:19])=[CH:15][CH:14]=[CH:13][CH:12]=3)=[O:5])[CH3:2] |f:1.2|. Procedure details: Prepared in analogy to that of Example 6(a) from 6,8-dibromo-4-hydroxy-9-methyl-9H-beta-carboline-3-carboxylic acid ethyl ester, ammonium formate and Pd/C. The title compound: 1H NMR (200 MHz, CDCl3): δ (ppm)=11.71 (s, 1H), 8.51 (s, 1H), 8.41 (d, 1H, J=7.8 Hz), 7.64-7.24 (m, 3H), 4.56 (q, 2H, J=7.1 Hz), 3.97 (s, 3H), 1.52 (t, 3H, J=7.1 Hz).